From a dataset of the Open Reaction Database (ORD), a public repository of structured organic reaction records. describe an organic reaction: reactants, conditions, products, and yield Starting materials: ClC1=C(C=CC(=C1)Cl)S(=O)(=O)NC1=C2C=NN(C2=CC=C1OC1=C(C=C(C=C1)CC(=O)OC)OC)COCC[Si](C)(C)C (methyl 2-(4-(4-(2,4-dichlorophenylsulfonamido)-1-((2-(trimethylsilyl)ethoxy)methyl)-1H-indazol-5-yloxy)-3-methoxyphenyl)acetate), Cl (hydrochloric acid). Run in C(C)O (ethanol). Product: ClC1=C(C=CC(=C1)Cl)S(=O)(=O)NC1=C2C=NNC2=CC=C1OC1=C(C=C(C=C1)CC(=O)O)OC (2-(4-(4-(2,4-Dichlorophenylsulfonamido)-1H-indazol-5-yloxy)-3-methoxyphenyl)acetic acid). Reaction SMILES: [Cl:1][C:2]1[CH:7]=[C:6]([Cl:8])[CH:5]=[CH:4][C:3]=1[S:9]([NH:12][C:13]1[C:21]([O:22][C:23]2[CH:28]=[CH:27][C:26]([CH2:29][C:30]([O:32]C)=[O:31])=[CH:25][C:24]=2[O:34][CH3:35])=[CH:20][CH:19]=[C:18]2[C:14]=1[CH:15]=[N:16][N:17]2COCC[Si](C)(C)C)(=[O:11])=[O:10].Cl>C(O)C>[Cl:1][C:2]1[CH:7]=[C:6]([Cl:8])[CH:5]=[CH:4][C:3]=1[S:9]([NH:12][C:13]1[C:21]([O:22][C:23]2[CH:28]=[CH:27][C:26]([CH2:29][C:30]([OH:32])=[O:31])=[CH:25][C:24]=2[O:34][CH3:35])=[CH:20][CH:19]=[C:18]2[C:14]=1[CH:15]=[N:16][NH:17]2)(=[O:10])=[O:11]. Reported procedure: To a solution of methyl 2-(4-(4-(2,4-dichlorophenylsulfonamido)-1-((2-(trimethylsilyl)ethoxy)methyl)-1H-indazol-5-yloxy)-3-methoxyphenyl)acetate (45 mg, 0.06 mmol) in ethanol (2 mL) was added 6N aqueous hydrochloric acid (1 mL). The resulting solution was heated at reflux for 3 h. After that time the mixture was cooled to room temperature and concentrated under reduced pressure and the residue taken up in THF (3 mL) and an excess of 2N aqueous lithium hydroxide added. The mixture was stirred at ...